From a dataset of the Open Reaction Database (ORD), a public repository of structured organic reaction records. describe an organic reaction: reactants, conditions, products, and yield Starting materials: C(#N)C=1C=CC=C2C(CCOC12)C(=O)O (8-cyanochroman-4-carboxylic acid), C(C)N1N=CC(=C1)CNC1=CC=C(C=C1)C(C)C ([(1-ethylpyrazol-4-yl)methyl](4-isopropylphenyl)amine). Yields the product C(#N)C=1C=CC=C2C(CCOC12)C(=O)N(C1=CC=C(C=C1)C(C)C)CC=1C=NN(C1)CC (8-cyano-N-[(1-ethylpyrazol-4-yl)methyl]-N-(4-isopropylphenyl)chroman-4-carboxamide). Isolated yield 81.3%. Reaction SMILES: [C:1]([C:3]1[CH:4]=[CH:5][CH:6]=[C:7]2[C:12]=1[O:11][CH2:10][CH2:9][CH:8]2[C:13]([OH:15])=O)#[N:2].[CH2:16]([N:18]1[CH:22]=[C:21]([CH2:23][NH:24][C:25]2[CH:30]=[CH:29][C:28]([CH:31]([CH3:33])[CH3:32])=[CH:27][CH:26]=2)[CH:20]=[N:19]1)[CH3:17]>>[C:1]([C:3]1[CH:4]=[CH:5][CH:6]=[C:7]2[C:12]=1[O:11][CH2:10][CH2:9][CH:8]2[C:13]([N:24]([CH2:23][C:21]1[CH:20]=[N:19][N:18]([CH2:16][CH3:17])[CH:22]=1)[C:25]1[CH:30]=[CH:29][C:28]([CH:31]([CH3:32])[CH3:33])=[CH:27][CH:26]=1)=[O:15])#[N:2]. Reported procedure: By the reaction and treatment in the same manner as in Example 12 using 8-cyanochroman-4-carboxylic acid (0.7 g) and [(1-ethylpyrazol-4-yl)methyl](4-isopropylphenyl)amine (0.84 g) as starting materials, 8-cyano-N-[(1-ethylpyrazol-4-yl)methyl]-N-(4-isopropylphenyl)chroman-4-carboxamide (1.2 g) was obtained. Yields the product O1COC2=C1C=CC(=C2)CC=2OC(C1=C(N2)C=C(C=C1)S(=O)(=O)N)=O (2-benzo[1,3]dioxol-5-ylmethyl-4-oxo-4H-benzo[d][1,3]oxazine-7-sulfonic acid amide). The solvent is C(C)(=O)OCC (ethyl acetate). RXN SMILES: [O:1]1[C:5]2[CH:6]=[CH:7][C:8]([CH2:10][C:11]([NH:13][C:14]3[CH:22]=[C:21]([S:23](=[O:26])(=[O:25])[NH2:24])[CH:20]=[CH:19][C:15]=3[C:16](O)=[O:17])=[O:12])=[CH:9][C:4]=2[O:3][CH2:2]1.C(O)(=O)C.C(OC(=O)C)(=O)C>C(OCC)(=O)C>[O:1]1[C:5]2[CH:6]=[CH:7][C:8]([CH2:10][C:11]3[O:12][C:16](=[O:17])[C:15]4[CH:19]=[CH:20][C:21]([S:23]([NH2:24])(=[O:26])=[O:25])=[CH:22][C:14]=4[N:13]=3)=[CH:9][C:4]=2[O:3][CH2:2]1. Procedure details: A mixture of 2-(2-benzo[1,3]dioxol-5-yl-acetylamino)-4-sulfamoyl-benzoic acid (0.10 g, 0.26 mmol), acetic acid (1.5 mL) and acetic anhydride (0.10 mL, 1.06 mmol) was stirred at reflux for 1 h. The reaction was diluted with ethyl acetate and washed with NaHCO3 satured solution, then with water and brine. The organic phase was dried over Na2SO4, filtered and evaporated to give the 2-benzo[1,3]dioxol-5-ylmethyl-4-oxo-4H-benzo[d][1,3]oxazine-7-sulfonic acid amide intermediate (0.032 g) as yellow oil... Isolated yield 34.2%. Reactants: O1COC2=C1C=CC(=C2)CC(=O)NC2=C(C(=O)O)C=CC(=C2)S(N)(=O)=O (2-(2-benzo[1,3]dioxol-5-yl-acetylamino)-4-sulfamoyl-benzoic acid), C(C)(=O)O (acetic acid), C(C)(=O)OC(C)=O (acetic anhydride). Starting materials: N#Cc1ccc(B(O)O)cc1, CC(=O)[O-], CC(=O)[O-], O=C(c1ccc2[nH]c(C(=O)N3CCC(F)(F)CC3)cc2c1)N1CCN(C2CCC2)CC1, ClCCl, [Cu+2], c1ccncc1. Product: N#Cc1ccc(-n2c(C(=O)N3CCC(F)(F)CC3)cc3cc(C(=O)N4CCN(C5CCC5)CC4)ccc32)cc1. RXN SMILES: [C:32](#[N:33])[c:34]1[cH:35][cH:36][c:37]([B:40]([OH:41])[OH:42])[cH:38][cH:39]1.[C:52]([O-:53])(=[O:54])[CH3:55].[C:57]([O-:58])(=[O:59])[CH3:60].[CH:1]1([N:5]2[CH2:6][CH2:7][N:8]([C:11](=[O:12])[c:13]3[cH:14][c:15]4[cH:16][c:17]([C:22](=[O:23])[N:24]5[CH2:25][CH2:26][C:27]([F:30])([F:31])[CH2:28][CH2:29]5)[nH:18][c:19]4[cH:20][cH:21]3)[CH2:9][CH2:10]2)[CH2:2][CH2:3][CH2:4]1.[Cl:49][CH2:50][Cl:51].[Cu+2:56].[cH:43]1[cH:44][cH:45][n:46][cH:47][cH:48]1>>[CH:1]1([N:5]2[CH2:6][CH2:7][N:8]([C:11](=[O:12])[c:13]3[cH:14][c:15]4[cH:16][c:17]([C:22](=[O:23])[N:24]5[CH2:25][CH2:26][C:27]([F:30])([F:31])[CH2:28][CH2:29]5)[n:18](-[c:37]5[cH:36][cH:35][c:34]([C:32]#[N:33])[cH:39][cH:38]5)[c:19]4[cH:20][cH:21]3)[CH2:9][CH2:10]2)[CH2:2][CH2:3][CH2:4]1. The reactants are BrC=1C=C(SC1SC1=CC(=CC=C1)OC)CN(C(OC(C)(C)C)=O)C (tert-Butyl ({4-bromo-5-[(3-methoxyphenyl)thio]-2-thienyl}methyl)methylcarbamate), FC1=C(C=CC=C1)B(O)O ((2-fluorophenyl)boronic acid), C([O-])([O-])=O.[Na+].[Na+] (sodium carbonate). The reagents and catalysts are C=1C=CC(=CC1)[P](C=2C=CC=CC2)(C=3C=CC=CC3)[Pd]([P](C=4C=CC=CC4)(C=5C=CC=CC5)C=6C=CC=CC6)([P](C=7C=CC=CC7)(C=8C=CC=CC8)C=9C=CC=CC9)[P](C=1C=CC=CC1)(C=1C=CC=CC1)C=1C=CC=CC1 (tetrakis(triphenylphosphine)palladium). Solvent: O (water), COCCOC (1,2-dimethoxyethane), O (water). Reaction conditions: temperature 105 celsius, time 4 hour. The product is FC1=C(C=CC=C1)C=1C=C(SC1SC1=CC(=CC=C1)OC)CN(C(OC(C)(C)C)=O)C (tert-butyl ({4-(2-fluorophenyl)-5-[(3-methoxyphenyl)thio]-2-thienyl}methyl)methylcarbamate). Yield: 74.5%. Reaction SMILES: Br[C:2]1[CH:3]=[C:4]([CH2:16][N:17]([CH3:25])[C:18](=[O:24])[O:19][C:20]([CH3:23])([CH3:22])[CH3:21])[S:5][C:6]=1[S:7][C:8]1[CH:13]=[CH:12][CH:11]=[C:10]([O:14][CH3:15])[CH:9]=1.[F:26][C:27]1[CH:32]=[CH:31][CH:30]=[CH:29][C:28]=1B(O)O.C(=O)([O-])[O-].[Na+].[Na+]>COCCOC.O.C1C=CC([P]([Pd]([P](C2C=CC=CC=2)(C2C=CC=CC=2)C2C=CC=CC=2)([P](C2C=CC=CC=2)(C2C=CC=CC=2)C2C=CC=CC=2)[P](C2C=CC=CC=2)(C2C=CC=CC=2)C2C=CC=CC=2)(C2C=CC=CC=2)C2C=CC=CC=2)=CC=1>[F:26][C:27]1[CH:32]=[CH:31][CH:30]=[CH:29][C:28]=1[C:2]1[CH:3]=[C:4]([CH2:16][N:17]([CH3:25])[C:18](=[O:24])[O:19][C:20]([CH3:23])([CH3:22])[CH3:21])[S:5][C:6]=1[S:7][C:8]1[CH:13]=[CH:12][CH:11]=[C:10]([O:14][CH3:15])[CH:9]=1 |f:2.3.4,^1:52,54,73,92|. Procedure details: tert-Butyl ({4-bromo-5-[(3-methoxyphenyl)thio]-2-thienyl}methyl)methylcarbamate (596 mg), (2-fluorophenyl)boronic acid (225 mg), sodium carbonate (341 mg) and tetrakis(triphenylphosphine)palladium (0) (155 mg) were suspended in a mixture of 1,2-dimethoxyethane (10 mL) and water (4 mL), and the suspension was stirred at 105° C. for 4 hr under a nitrogen atmosphere. The reaction mixture was allowed to cool to room temperature, water was added, and the mixture was extracted with ethyl acetate. The ...